Task: describe an organic reaction: reactants, conditions, products, and yield. Dataset: the Open Reaction Database (ORD), a public repository of structured organic reaction records Starting materials: ClC=1C=CC=2N=CN=C(C2N1)OC1CCOCC1 (6-chloro-4-(tetrahydro-2H-pyran-4-yloxy)pyrido[3,2-d]pyrimidine), ClC=1C=CC=2N=CN=C(C2N1)OC1CCOCC1 (6-chloro-4-(tetrahydro-2H-pyran-4-yloxy)pyrido[3,2-d]pyrimidine), CC1(OB(OC1(C)C)C=1C=C(C=NC1)NS(=O)(=O)C1=CC=CC=C1)C (N-(5-(4,4,5,5-tetramethyl-1,3,2-dioxaborolan-2-yl)pyridin-3-yl)benzenesulfonamide), CC1(OB(OC1(C)C)C=1C=C(C=NC1)NS(=O)(=O)C1=CC=CC=C1)C (N-(5-(4,4,5,5-tetramethyl-1,3,2-dioxaborolan-2-yl)pyridin-3-yl)benzenesulfonamide), PdCl2(dppf)2CH2Cl2, C(=O)(O)[O-].[Na+] (NaHCO3). The solvent is O1CCOCC1 (1,4-dioxane). Yields the product O1CCC(CC1)OC=1C2=C(N=CN1)C=CC(=N2)C=2C=C(C=NC2)NS(=O)(=O)C2=CC=CC=C2 (N-(5-(4-(tetrahydro-2H-pyran-4-yloxy)pyrido[3,2-d]pyrimidin-6-yl)pyridin-3-yl)benzenesulfonamide). Isolated yield 19.1%. RXN SMILES: Cl[C:2]1[CH:3]=[CH:4][C:5]2[N:6]=[CH:7][N:8]=[C:9]([O:12][CH:13]3[CH2:18][CH2:17][O:16][CH2:15][CH2:14]3)[C:10]=2[N:11]=1.CC1(C)C(C)(C)OB([C:27]2[CH:28]=[C:29]([NH:33][S:34]([C:37]3[CH:42]=[CH:41][CH:40]=[CH:39][CH:38]=3)(=[O:36])=[O:35])[CH:30]=[N:31][CH:32]=2)O1.C([O-])(O)=O.[Na+]>O1CCOCC1>[O:16]1[CH2:17][CH2:18][CH:13]([O:12][C:9]2[C:10]3[N:11]=[C:2]([C:27]4[CH:28]=[C:29]([NH:33][S:34]([C:37]5[CH:38]=[CH:39][CH:40]=[CH:41][CH:42]=5)(=[O:35])=[O:36])[CH:30]=[N:31][CH:32]=4)[CH:3]=[CH:4][C:5]=3[N:6]=[CH:7][N:8]=2)[CH2:14][CH2:15]1 |f:2.3|. Procedure: To a solution of 6-chloro-4-(tetrahydro-2H-pyran-4-yloxy)pyrido[3,2-d]pyrimidine (Intermediate 1) (60.0 mg, 0.226 mmol) in 1,4-dioxane (1.20 mL) was added N-(5-(4,4,5,5-tetramethyl-1,3,2-dioxaborolan-2-yl)pyridin-3-yl)benzenesulfonamide (Intermediate 2) (122 mg, 0.339 mmol), PdCl2(dppf)2CH2Cl2 (18.0 mg, 0.0230 mmol), and 1N aq. NaHCO3 (0.452 mL, 0.452 mmol) at room temperature. The reaction mixture was subjected to microwave irradiation for 30 min at 120° C., and cooled to room temperature. The ... Reactants: [O-]C#N.[Na+] (sodium cyanate), C(Cl)Cl (methylene dichloride), C(Cl)Cl (methylene dichloride), Cl (hydrogen chloride), C(Cl)Cl (methylene dichloride), N1=CC=CC=C1 (pyridine), C(=C)(C)C1=CC2=CC=C(C=C2C=C1)C(=C)C (2, 6-diisopropenylnaphthalene), C(Cl)Cl (methylene dichloride). The reagents and catalysts are [O-]C#N.[Na+].[Cl-].[Zn+2].[Cl-] (sodium cyanate zinc chloride), [Cl-].[Zn+2].[Cl-] (zinc chloride). The solvent is O (water). Run at temperature 4 celsius. Product: ClC(C)(C)C1=CC2=CC=C(C=C2C=C1)C(C)(Cl)C (2,6-Bis(-1chloro-1-methylethyl)naphthalene). Reaction SMILES: [ClH:1].[C:2]([C:5]1[CH:14]=[CH:13][C:12]2[C:7](=[CH:8][CH:9]=[C:10]([C:15]([CH3:17])=[CH2:16])[CH:11]=2)[CH:6]=1)([CH3:4])=[CH2:3].N1C=CC=CC=1.[O-]C#N.[Na+].C(Cl)[Cl:29]>[O-]C#N.[Na+].[Cl-].[Zn+2].[Cl-].[Cl-].[Zn+2].[Cl-].O>[Cl:1][C:15]([C:10]1[CH:9]=[CH:8][C:7]2[C:12](=[CH:13][CH:14]=[C:5]([C:2]([CH3:4])([Cl:29])[CH3:3])[CH:6]=2)[CH:11]=1)([CH3:17])[CH3:16] |f:3.4,6.7.8.9.10,11.12.13|. Reported procedure: 2,6-Bis(-1chloro-1-methylethyl)naphthalene (0.178 mole) was prepared by passing a stream of dry gasous hydrogen chloride through a methylene dichloride suspension of 2, 6-diisopropenylnaphthalene (37.2 g, 0.18 mole) which had previously been cooled to 4° C. After conversion of the diisopropenylnaphthalene to the dichloride the solvent was removed in vacuo at 30° C. leaving an off-white solid. The solid was redissolved in 250 ml. of methylene dichloride, cooled to 4° C. and slowly added to a cool... The reactants are [Br-].NC=1C(=NC(=C(N1)N)Cl)C(=O)NCC[N+](C)(C)CCN1C(C2=CC=CC=C2C1=O)=O ({2-[(3,5-diamino-6-chloro-pyrazine-2-carbonyl)-amino]-ethyl}-[2-(1,3-dioxo-1,3-dihydro-isoindol-2-yl)-ethyl]-dimethyl-ammonium bromide), O.NN (hydrazine monohydrate). The solvent is CCO (EtOH). Run at temperature 40 celsius. Yields the product [Br-].NCC[N+](C)(C)CCNC(=O)C1=NC(=C(N=C1N)N)Cl ((2-Amino-ethyl)-{2-[(3,5-diamino-6-chloro-pyrazine-2-carbonyl)-amino]-ethyl}-dimethyl-ammonium bromide). Reaction SMILES: [Br-:1].[NH2:2][C:3]1[C:4]([C:11]([NH:13][CH2:14][CH2:15][N+:16]([CH2:19][CH2:20][N:21]2C(=O)C3C(=CC=CC=3)C2=O)([CH3:18])[CH3:17])=[O:12])=[N:5][C:6]([Cl:10])=[C:7]([NH2:9])[N:8]=1.O.NN>CCO>[Br-:1].[NH2:21][CH2:20][CH2:19][N+:16]([CH2:15][CH2:14][NH:13][C:11]([C:4]1[C:3]([NH2:2])=[N:8][C:7]([NH2:9])=[C:6]([Cl:10])[N:5]=1)=[O:12])([CH3:17])[CH3:18] |f:0.1,2.3,5.6|. Procedure details: A mixture of {2-[(3,5-diamino-6-chloro-pyrazine-2-carbonyl)-amino]-ethyl}-[2-(1,3-dioxo-1,3-dihydro-isoindol-2-yl)-ethyl]-dimethyl-ammonium bromide (47 g, 92 mmol) and hydrazine monohydrate (20 mL, 412 mmol) in EtOH (500 mL) is heated at 40° C. for 4 h. After cooling to RT the resulting solid is removed by filtration and washed with diethyl ether. The filtrate is concentrated in vacuo to afford the title product. [M+H]+ 302. The reactants are ClC1=CC=C(C=C1)C1=C(C(=NN1)N1CCN(CC1)C(CCC(=O)O)=O)C1=CC=NC=C1 (4-[5-(4-chlorophenyl)-4-(4-pyridinyl)-1H-pyrazol-3-yl]-γ-oxo-1-piperazinebutanoic acid), [Na] (monosodium). Yields the product O.O.ClC1=CC=C(C=C1)C1=C(C(=NN1)N1CCN(CC1)C(CCC(=O)O)=O)C1=CC=NC=C1 (4-[5-(4-chlorophenyl)-4-(4-pyridinyl)-1H-pyrazol-3-yl]-γ-oxo-1-piperazinebutanoic acid, dihydrate). Reaction SMILES: [Cl:1][C:2]1[CH:7]=[CH:6][C:5]([C:8]2[NH:12][N:11]=[C:10]([N:13]3[CH2:18][CH2:17][N:16]([C:19](=[O:25])[CH2:20][CH2:21][C:22]([OH:24])=[O:23])[CH2:15][CH2:14]3)[C:9]=2[C:26]2[CH:31]=[CH:30][N:29]=[CH:28][CH:27]=2)=[CH:4][CH:3]=1.[Na]>>[OH2:23].[OH2:23].[Cl:1][C:2]1[CH:3]=[CH:4][C:5]([C:8]2[NH:12][N:11]=[C:10]([N:13]3[CH2:18][CH2:17][N:16]([C:19](=[O:25])[CH2:20][CH2:21][C:22]([OH:24])=[O:23])[CH2:15][CH2:14]3)[C:9]=2[C:26]2[CH:27]=[CH:28][N:29]=[CH:30][CH:31]=2)=[CH:6][CH:7]=1 |f:2.3.4,^1:31|. Procedure details: 4-[5-(4-chlorophenyl)-4-(4-pyridinyl)-1H-pyrazol-3-yl]-γ-oxo-1-piperazinebutanoic acid, monosodium salt dihydrate; The reactants are O=C1CCC(O1)CCC(=O)O (2,3,4,5-tetrahydro-5-oxo-2-furanpropanoic acid), C1=CN(C=N1)C(=O)N2C=CN=C2 (N,N-carbonyldiimidazole), C1(=CC=CC=C1)CCN (2-phenylethylamine). Run in ClCCl (dichloromethane), ClCCl (dichloromethane). Run at time 2 hour. Yields the product C1(=CC=CC=C1)CCNC(CCC1OC(CC1)=O)=O (N-[2-Phenylethyl]-2,3,4,5-tetrahydro-5-oxo-2-furanpropanamide). Isolated yield 79.7%. Reaction SMILES: [O:1]=[C:2]1[O:6][CH:5]([CH2:7][CH2:8][C:9]([OH:11])=O)[CH2:4][CH2:3]1.C1N=CN(C(N2C=NC=C2)=O)C=1.[C:24]1([CH2:30][CH2:31][NH2:32])[CH:29]=[CH:28][CH:27]=[CH:26][CH:25]=1>ClCCl>[C:24]1([CH2:30][CH2:31][NH:32][C:9](=[O:11])[CH2:8][CH2:7][CH:5]2[CH2:4][CH2:3][C:2](=[O:1])[O:6]2)[CH:29]=[CH:28][CH:27]=[CH:26][CH:25]=1. Procedure: A solution of 2,3,4,5-tetrahydro-5-oxo-2-furanpropanoic acid (7.9 g) and N,N-carbonyldiimidazole (8.1 g) in dry dichloromethane (100 ml) was stirred under nitrogen at 20° for 30 minutes and a solution of 2-phenylethylamine (6.05 g) in dry dichloromethane (20 ml) was then added. The mixture was stirred at 20° for 2 hours. The solution was washed with 2N hydrochloric acid, saturated sodium bicarbonate solution, water, dried (MgSO4), filtered and evaporated to give an oil which solidified on standi... Reactants: [H-].[Al+3].[Li+].[H-].[H-].[H-] (lithium aluminum hydride), [OH-].[Na+] (sodium hydroxide), O (water), C(C)OC(CC1(CNC(C1)=O)C=1C=NC=CC1)=O ((3-(pyrid-3-yl)-5-oxo-pyrrolidin-3-yl)acetic acid ethyl ester), O (water). Solvent: O1CCCC1 (tetrahydrofuran), CO (methanol), ClCCl (dichloromethane), O1CCCC1 (tetrahydrofuran). Reaction conditions: temperature 10 celsius, time 4 hour. Yields the product N1=CC(=CC=C1)C1(CNCC1)CCO (3-(pyrid-3-yl)-3-(2-hydroxyethyl)pyrrolidine). As a reaction SMILES: [H-].[Al+3].[Li+].[H-].[H-].[H-].C([O:9][C:10](=O)[CH2:11][C:12]1([C:18]2[CH:19]=[N:20][CH:21]=[CH:22][CH:23]=2)[CH2:16][C:15](=O)[NH:14][CH2:13]1)C.O.[OH-].[Na+]>O1CCCC1.CO.ClCCl>[N:20]1[CH:21]=[CH:22][CH:23]=[C:18]([C:12]2([CH2:11][CH2:10][OH:9])[CH2:16][CH2:15][NH:14][CH2:13]2)[CH:19]=1 |f:0.1.2.3.4.5,8.9|. Reported procedure: Combine lithium aluminum hydride (4.0 g, 105 mmol) and anhydrous tetrahydrofuran (200 mL). Slowly, add a solution of (3-(pyrid-3-yl)-5-oxo-pyrrolidin-3-yl)acetic acid ethyl ester (13.0 g, 52.4 mmol) in anhydrous tetrahydrofuran (100 mL). After the addition is complete, heat to reflux. After 4 hours, cool in an ice-bath. Add water (4 mL) dropwise at such a rate that the temperature of the reaction mixture does not rise above 20° C. Cool to 10° C., add 2 M aqueous sodium hydroxide solution (4.0 mL... The reactants are C1(CCCCC1)NC1CCCCC1.C(C1=CC=CC=C1)OC(=O)NCC(C(=O)O)NC(=O)OC(C)(C)C (3-benzyloxycarbonylamino-2-tert-butoxycarbonylaminopropionic acid dicyclohexylamine salt), COC(CN1C([C@H](CNC2=C1C=CC=C2)NC(=O)OC(C)(C)C)=O)=O ((3S)-2-Oxo-3-tert-butoxycarbonylamino-2,3,4,5-tetrahydro-1H-1,5-benzodiazepine-1-acetic acid methyl ester), ClC1(CN=CC=C1)[N+](=O)[O-] (3-chloro-3-nitro pyridine). Yields the product C(C)(C)(C)OC(=O)NC(C(=O)O)CNC1=NC=CC=C1[N+](=O)[O-] (2-tert-Butoxycarbonylamino-3-(3-nitropyridin-2-ylamino)propionic acid), yellow solid. The yield is 64.0%. As a reaction SMILES: C1(NC2CCCCC2)CCCCC1.C(O[C:22]([NH:24][CH2:25][CH:26]([NH:30][C:31]([O:33][C:34]([CH3:37])([CH3:36])[CH3:35])=[O:32])[C:27]([OH:29])=[O:28])=O)C1C=CC=CC=1.COC(=O)CN1C2C=CC=CC=2NC[C@H](NC(OC(C)(C)C)=O)C1=O.Cl[C:64]1([N+:70]([O-:72])=[O:71])[CH:69]=[CH:68][CH:67]=[N:66]C1>>[C:34]([O:33][C:31]([NH:30][CH:26]([CH2:25][NH:24][C:22]1[C:64]([N+:70]([O-:72])=[O:71])=[CH:69][CH:68]=[CH:67][N:66]=1)[C:27]([OH:29])=[O:28])=[O:32])([CH3:35])([CH3:36])[CH3:37] |f:0.1|. Procedure: (2S) 2-tert-Butoxycarbonylamino-3-(3-nitropyridin-2-ylamino)propionic acid was prepared by a similar method as (2S) 2-tert-butoxycarbonylamino-3-(2-nitrophenyl-amino)propionic acid in Step A of the synthesis of 600a, except that 3-chloro-3-nitro pyridine was used instead of 2-fluoronitrobenzene, to give 4.05 g (64%) of a yellow solid. Starting materials: OC1=C(C#N)C=CC(=C1)OC1=CC=C(C=C1)[N+](=O)[O-] (2-hydroxy-4-[(4-nitrophenyl)oxy]benzonitrile), OC1=C(C#N)C=CC(=C1)OC1=CC=C(C=C1)[N+](=O)[O-] (2-hydroxy-4-[(4-nitrophenyl)oxy]benzonitrile), C(=O)([O-])[O-].[K+].[K+] (K2CO3), ICC (iodoethane). The solvent is CN(C)C=O (DMF). Reaction conditions: time 16 hour. Product: C(C)OC1=C(C#N)C=CC(=C1)OC1=CC=C(C=C1)[N+](=O)[O-] (2-(ethyloxy)-4-[(4-nitrophenyl)oxy]benzonitrile). The yield is 87.8%. RXN SMILES: [OH:1][C:2]1[CH:9]=[C:8]([O:10][C:11]2[CH:16]=[CH:15][C:14]([N+:17]([O-:19])=[O:18])=[CH:13][CH:12]=2)[CH:7]=[CH:6][C:3]=1[C:4]#[N:5].C([O-])([O-])=O.[K+].[K+].I[CH2:27][CH3:28]>CN(C=O)C>[CH2:27]([O:1][C:2]1[CH:9]=[C:8]([O:10][C:11]2[CH:16]=[CH:15][C:14]([N+:17]([O-:19])=[O:18])=[CH:13][CH:12]=2)[CH:7]=[CH:6][C:3]=1[C:4]#[N:5])[CH3:28] |f:1.2.3|. Procedure: 2-hydroxy-4-[(4-nitrophenyl)oxy]benzonitrile (Intermediate 127, 87.2 mg) was dissolved in DMF (5 mL). K2CO3 (92.2 mg, 0.67 mmol) and iodoethane (32 μL, 0.40 mmol) were added. The reaction mixture was stirred at r.t. After 16 h, the reaction mixture was evaporated to dryness to give the crude product that was purified by silica gel chromatography (from 100:0 to 50:50 Cyclohexane/EtOAc in 10 CV; then 50:50 Cyclohexane/EtOAc for 10 CV) to obtain 84.9 mg of the title compound as a yellow solid.